From a dataset of the Open Reaction Database (ORD), a public repository of structured organic reaction records. describe an organic reaction: reactants, conditions, products, and yield Starting materials: ClCCl, O=C1Nc2ccccc2SC1Cl, N. The product is NC1Sc2ccccc2NC1=O. As a reaction SMILES: [CH2:14]([Cl:15])[Cl:16].[Cl:2][CH:3]1[S:4][c:5]2[c:6]([cH:10][cH:11][cH:12][cH:13]2)[NH:7][C:8]1=[O:9].[NH3:1]>>[NH2:1][CH:3]1[S:4][c:5]2[c:6]([cH:10][cH:11][cH:12][cH:13]2)[NH:7][C:8]1=[O:9].